This data is from the Open Reaction Database (ORD), a public repository of structured organic reaction records. The task is: describe an organic reaction: reactants, conditions, products, and yield Starting materials: CCOC(=O)C1Oc2ccc(CC(C)N(CC)C(=O)OC(C)(C)C)cc2O1, CO, [Li+], [OH-], O, O. The product is CCN(C(=O)OC(C)(C)C)C(C)Cc1ccc2c(c1)OC(C(=O)O)O2. Reaction SMILES: [CH2:1]([CH3:2])[O:3][C:4](=[O:5])[CH:6]1[O:7][c:8]2[c:9]([cH:11][cH:12][c:13]([CH2:15][CH:16]([CH3:17])[N:18]([CH2:19][CH3:20])[C:21](=[O:22])[O:23][C:24]([CH3:25])([CH3:26])[CH3:27])[cH:14]2)[O:10]1.[CH3:31][OH:32].[Li+:30].[OH-:29].[OH2:28].[OH2:33]>>[O:3]=[C:4]([OH:5])[CH:6]1[O:7][c:8]2[c:9]([cH:11][cH:12][c:13]([CH2:15][CH:16]([CH3:17])[N:18]([CH2:19][CH3:20])[C:21](=[O:22])[O:23][C:24]([CH3:25])([CH3:26])[CH3:27])[cH:14]2)[O:10]1. The reactants are ice, B(F)(F)F.CCOCC (boron fluoride etherate), C1=CC=CC1 (cyclopentadiene), C(C)(=O)OCC=C(C)C=O (3-formylcrotyl acetate), C([O-])(O)=O.[Na+] (sodium bicarbonate). Run in C(Cl)Cl (methylene chloride). Run at temperature -15 celsius, time 2 hour. The product is C(C)(=O)OCC1C2C=CC(C1(C=O)C)C2 (2-Acetoxymethyl-3-methyl-3-formyl-bicyclo[2.2.1]hept-5-ene). The yield is 90.0%. As a reaction SMILES: B(F)(F)F.[CH3:5]COCC.[CH:10]1[CH2:14]C=[CH:12][CH:11]=1.[C:15]([O:18][CH2:19][CH:20]=[C:21]([CH:23]=[O:24])[CH3:22])(=[O:17])[CH3:16].C(=O)(O)[O-].[Na+]>C(Cl)Cl>[C:15]([O:18][CH2:19][CH:20]1[C:21]([CH3:5])([CH:23]=[O:24])[CH:22]2[CH2:12][CH:11]1[CH:10]=[CH:14]2)(=[O:17])[CH3:16] |f:0.1,4.5|. Reported procedure: 5 ml of boron fluoride etherate were added to 400 ml of methylene chloride and the mixture was cooled to -15° C. A solution of 132 g (2 moles) of freshly distilled cyclopentadiene and 256 g (1.8 moles) of 3-formylcrotyl acetate was added dropwise, whilst stirring, at a rate such that the reaction temperature did not rise above -10° C. The reaction was then allowed to continue for 2 hours at -10° C., whilst stirring. For working up, about 0.5 kg of ice was added, the mixture was neutralized with ... Reactants: C(C1=CC=CC=C1)(=O)C1=C(C=CC2=CC=CC=C12)C (1-benzoyl-2-methylnaphthalene), C1=NN=CC2=CC=CC=C12 (phthalazine). Product: CN1CC=2C=CC3=C(C2C(=N1)C1=CC=CC=C1)C=CC=C3 (3,4-dihydro-3-methyl-1-phenylbenzo[f]phthalazine). Reaction SMILES: [C:1]([C:9]1[C:18]2[C:13](=[CH:14][CH:15]=[CH:16][CH:17]=2)[CH:12]=[CH:11][C:10]=1[CH3:19])(=O)[C:2]1[CH:7]=[CH:6][CH:5]=[CH:4][CH:3]=1.[CH:20]1C2C(=CC=CC=2)C=[N:22][N:21]=1>>[CH3:20][N:21]1[N:22]=[C:1]([C:2]2[CH:7]=[CH:6][CH:5]=[CH:4][CH:3]=2)[C:9]2[C:18]3[CH:17]=[CH:16][CH:15]=[CH:14][C:13]=3[CH:12]=[CH:11][C:10]=2[CH2:19]1. Procedure: By the procedure described in Example 189, 4.4 g (18 mmol) of the benzoylnaphthalene was converted to 1.73 g of the phthalazine product, which was reduced immediately as shown in Table G.